Dataset: the Open Reaction Database (ORD), a public repository of structured organic reaction records. Task: describe an organic reaction: reactants, conditions, products, and yield Starting materials: C(C1=CC=CC=C1)OC([C@@H](NC(=O)N(C)CCN(C)C(=O)OC(C)(C)C)CC1=CC=CC=C1)=O (N-[N-[2-(N-tert-Butoxycarbonyl-N-methylamino)ethyl]-N-methylaminocarbonyl]-L-phenylalanine benzyl ester), Cl (hydrogen chloride). Run in C(C)(=O)OCC (ethyl acetate). Conditions: time 30 minute. The product is Cl.C(C1=CC=CC=C1)OC([C@@H](NC(=O)N(C)CCNC)CC1=CC=CC=C1)=O (N-[N-[2-(N-methylamino)ethyl]-N-methylaminocarbonyl]-L-phenylalanine benzyl ester hydrochloride). As a reaction SMILES: [CH2:1]([O:8][C:9](=[O:34])[C@H:10]([CH2:27][C:28]1[CH:33]=[CH:32][CH:31]=[CH:30][CH:29]=1)[NH:11][C:12]([N:14]([CH2:16][CH2:17][N:18](C(OC(C)(C)C)=O)[CH3:19])[CH3:15])=[O:13])[C:2]1[CH:7]=[CH:6][CH:5]=[CH:4][CH:3]=1.[ClH:35]>C(OCC)(=O)C>[ClH:35].[CH2:1]([O:8][C:9](=[O:34])[C@H:10]([CH2:27][C:28]1[CH:33]=[CH:32][CH:31]=[CH:30][CH:29]=1)[NH:11][C:12]([N:14]([CH2:16][CH2:17][NH:18][CH3:19])[CH3:15])=[O:13])[C:2]1[CH:7]=[CH:6][CH:5]=[CH:4][CH:3]=1 |f:3.4|. Procedure details: N-[N-[2-(N-tert-Butoxycarbonyl-N-methylamino)ethyl]-N-methylaminocarbonyl]-L-phenylalanine benzyl ester (11 g was dissolved in a solution of 4M hydrogen chloride in ethyl acetate (200 ml) under ice-bath cooling. After being stirred at the same temperature for 30 minutes, the solution was concentrated in vacuo to give N-[N-[2-(N-methylamino)ethyl]-N-methylaminocarbonyl]-L-phenylalanine benzyl ester hydrochloride (10 g) as an oil.